From a dataset of the Open Reaction Database (ORD), a public repository of structured organic reaction records. describe an organic reaction: reactants, conditions, products, and yield Starting materials: CS(=O)(=O)OCc1cc(F)c(C#N)cc1F, [N-]=[N+]=[N-], [Na+], CN(C)C=O, O. The product is N#Cc1cc(F)c(CN=[N+]=[N-])cc1F. RXN SMILES: [CH3:1][S:2]([O:3][CH2:6][c:7]1[c:8]([F:16])[cH:9][c:10]([C:14]#[N:15])[c:11]([F:13])[cH:12]1)(=[O:4])=[O:5].[N-:18]=[N+:19]=[N-:20].[Na+:17].[O:22]=[CH:23][N:24]([CH3:25])[CH3:26].[OH2:21]>>[CH2:6]([c:7]1[c:8]([F:16])[cH:9][c:10]([C:14]#[N:15])[c:11]([F:13])[cH:12]1)[N:18]=[N+:19]=[N-:20].